Dataset: the Open Reaction Database (ORD), a public repository of structured organic reaction records. Task: describe an organic reaction: reactants, conditions, products, and yield Reactants: COC(CC(CC=CCOCc1ccccc1)C(=O)O)c1ccc(F)cc1, CO, O=S(=O)(O)O. Product: COC(=O)C(CC=CCOCc1ccccc1)CC(OC)c1ccc(F)cc1. As a reaction SMILES: [CH2:1]([c:2]1[cH:3][cH:4][cH:5][cH:6][cH:7]1)[O:8][CH2:9][CH:10]=[CH:11][CH2:12][CH:13]([C:14](=[O:15])[OH:16])[CH2:17][CH:18]([O:19][CH3:20])[c:21]1[cH:22][cH:23][c:24]([F:27])[cH:25][cH:26]1.[CH3:33][OH:34].[S:28](=[O:29])(=[O:30])([OH:31])[OH:32]>>[CH2:1]([c:2]1[cH:3][cH:4][cH:5][cH:6][cH:7]1)[O:8][CH2:9][CH:10]=[CH:11][CH2:12][CH:13]([C:14](=[O:15])[O:16][CH3:33])[CH2:17][CH:18]([O:19][CH3:20])[c:21]1[cH:22][cH:23][c:24]([F:27])[cH:25][cH:26]1. The reactants are OC(C)(C)C1=CC(=NO1)CO ([5-(1-hydroxy-1-methylethyl)isoxazol-3-yl]methanol). Reagents/catalysts: [O-2].[O-2].[Mn+4] (manganese dioxide). Run in O1CCOCC1 (1,4-dioxane). Yields the product OC(C)(C)C1=CC(=NO1)C=O (5-(1-hydroxy-1-methylethyl)-isoxazole-3-carbaldehyde). Isolated yield 87.2%. As a reaction SMILES: [OH:1][C:2]([C:5]1[O:9][N:8]=[C:7]([CH2:10][OH:11])[CH:6]=1)([CH3:4])[CH3:3]>O1CCOCC1.[O-2].[O-2].[Mn+4]>[OH:1][C:2]([C:5]1[O:9][N:8]=[C:7]([CH:10]=[O:11])[CH:6]=1)([CH3:3])[CH3:4] |f:2.3.4|. Reported procedure: 5.38 g of [5-(1-hydroxy-1-methylethyl)isoxazol-3-yl]methanol was dissolved in 100 ml of 1,4-dioxane, and 29.74 g of manganese dioxide was then added. The mixture was stirred and heated under reflux for 10 hours. The reaction mixture was cooled to room temperature and then filtered through Celite®. The filtrate was concentrated under reduced pressure to obtain 4.63 g of 5-(1-hydroxy-1-methylethyl)-isoxazole-3-carbaldehyde. Yields the product CCCCc1ccc(CN(CCCCCCC(=O)OC)S(=O)(=O)c2cccnc2)cc1. RXN SMILES: [CH3:1][O:2][C:3]([CH2:4][CH2:5][CH2:6][CH2:7][CH2:8][CH2:9][NH:10][CH2:11][c:12]1[cH:13][cH:14][c:15]([CH2:18][CH2:19][CH2:20][CH3:21])[cH:16][cH:17]1)=[O:22].[CH:23]([N:24]([CH2:25][CH3:26])[CH:27]([CH3:28])[CH3:29])([CH3:30])[CH3:31].[Cl:43][CH2:44][Cl:45].[ClH:32].[n:33]1[cH:34][c:35]([S:39](=[O:40])(=[O:41])[Cl:42])[cH:36][cH:37][cH:38]1>>[CH3:1][O:2][C:3]([CH2:4][CH2:5][CH2:6][CH2:7][CH2:8][CH2:9][N:10]([CH2:11][c:12]1[cH:13][cH:14][c:15]([CH2:18][CH2:19][CH2:20][CH3:21])[cH:16][cH:17]1)[S:39]([c:35]1[cH:34][n:33][cH:38][cH:37][cH:36]1)(=[O:40])=[O:41])=[O:22]. Reactants: CCCCc1ccc(CNCCCCCCC(=O)OC)cc1, CCN(C(C)C)C(C)C, ClCCl, Cl, O=S(=O)(Cl)c1cccnc1. Procedure details: Reaction of p-chlorophenyl azide (7.48 g; 0.0487 mole) with ethyl cyanoacetate (5.5 g; 0.0487 mole) as described in example 1a gave 10.057 g (81%) of the triazole of mp (ethanol) 162-164° C. (lit mp 165-167° C.; Ger Offen No. 2,009,134[1970]) (Found; C, 49.78; H, 4.31; N, 21.15; C11H11CIN4O2 requires; C, 49.54; H, 4.16; N, 21.01%). The reactants are ClC1=CC=C(C=C1)N=[N+]=[N-] (p-chlorophenyl azide), C(#N)CC(=O)OCC (ethyl cyanoacetate). The yield is 77.4%. Product: NC1=C(N=NN1C1=CC=C(C=C1)Cl)C(=O)OCC (Ethyl 5-amino-1-(p-chlorophenyl)-1,2,3-triazole-4-carboxylate). RXN SMILES: [Cl:1][C:2]1[CH:7]=[CH:6][C:5]([N:8]=[N+:9]=[N-:10])=[CH:4][CH:3]=1.[C:11]([CH2:13][C:14]([O:16][CH2:17][CH3:18])=[O:15])#[N:12]>C(O)C>[NH2:12][C:11]1[N:8]([C:5]2[CH:6]=[CH:7][C:2]([Cl:1])=[CH:3][CH:4]=2)[N:9]=[N:10][C:13]=1[C:14]([O:16][CH2:17][CH3:18])=[O:15]. Solvent: C(C)O (ethanol). Starting materials: Cc1nn(-c2ccc(CCNC(=O)Oc3ccccc3)cc2)c(C)c1-c1ccccc1, CC(=O)NCc1ccc(S(N)(=O)=O)cc1. The product is CC(=O)NCc1ccc(S(=O)(=O)NC(=O)NCCc2ccc(-n3nc(C)c(-c4ccccc4)c3C)cc2)cc1. RXN SMILES: [CH3:1][c:2]1[n:3][n:4](-[c:14]2[cH:15][cH:16][c:17]([CH2:20][CH2:21][NH:22][C:23]([O:24][c:26]3[cH:27][cH:28][cH:29][cH:30][cH:31]3)=[O:25])[cH:18][cH:19]2)[c:5]([CH3:13])[c:6]1-[c:7]1[cH:8][cH:9][cH:10][cH:11][cH:12]1.[NH2:32][S:33](=[O:34])(=[O:35])[c:36]1[cH:37][cH:38][c:39]([CH2:40][NH:41][C:42]([CH3:43])=[O:44])[cH:45][cH:46]1>>[CH3:1][c:2]1[n:3][n:4](-[c:14]2[cH:15][cH:16][c:17]([CH2:20][CH2:21][NH:22][C:23](=[O:24])[NH:32][S:33](=[O:34])(=[O:35])[c:36]3[cH:37][cH:38][c:39]([CH2:40][NH:41][C:42]([CH3:43])=[O:44])[cH:45][cH:46]3)[cH:18][cH:19]2)[c:5]([CH3:13])[c:6]1-[c:7]1[cH:8][cH:9][cH:10][cH:11][cH:12]1.